From a dataset of the Open Reaction Database (ORD), a public repository of structured organic reaction records. describe an organic reaction: reactants, conditions, products, and yield Starting materials: solution, C[O-].[Na+] (NaOMe), FC1=C(C(=CC=C1)F)N1C(NCC=2C1=NC(=NC2C2=C(C=C(C=C2)F)C)S(=O)(=O)C)=O (1-(2,6-difluorophenyl)-5-(4-fluoro-2-methylphenyl)-7-methylsulfonyl-3,4-dihydro-1H-pyrimido[4,5-d]pyrimidin-2-one). The solvent is CO (methanol), CO (MeOH). Product: FC1=C(C(=CC=C1)F)N1C(NCC=2C1=NC(=NC2C2=C(C=C(C=C2)F)C)OC)=O (1-(2,6-Difluorophenyl)-5-(4-fluoro-2-methylphenyl)-7-methoxy-3,4-dihydro-1H-pyrimido[4,5-d]pyrimidin-2-one). Reaction SMILES: [F:1][C:2]1[CH:7]=[CH:6][CH:5]=[C:4]([F:8])[C:3]=1[N:9]1[C:14]2=[N:15][C:16](S(C)(=O)=O)=[N:17][C:18]([C:19]3[CH:24]=[CH:23][C:22]([F:25])=[CH:21][C:20]=3[CH3:26])=[C:13]2[CH2:12][NH:11][C:10]1=[O:31].[CH3:32][O-:33].[Na+]>CO>[F:1][C:2]1[CH:7]=[CH:6][CH:5]=[C:4]([F:8])[C:3]=1[N:9]1[C:14]2=[N:15][C:16]([O:33][CH3:32])=[N:17][C:18]([C:19]3[CH:24]=[CH:23][C:22]([F:25])=[CH:21][C:20]=3[CH3:26])=[C:13]2[CH2:12][NH:11][C:10]1=[O:31] |f:1.2|. Procedure: The product of Example 3 (0.102 g, 0.22 mmol) was suspended in MeOH (2 mL) and stirred under argon. A 1 Molar solution of NaOMe in methanol (0.44 mL, 0.44 mmol) was added. After 10 min the solvent was removed in vacuo, and the residue partitioned between EtOAc and H2O. The organic phase was washed with H2O (2×), satd aq NaCl (1×), dried over anhydrous Na2SO4, filtered, and evaporated to give the crude product. Recrystallization from EtOAc/hexane gave the title compound as a white-crystalline sol... The reactants are BrC1=CC(=CC(=C1)[N+](=O)[O-])C(F)F (1-Bromo-3-(difluoromethyl)-5-nitrobenzene). Reagents/catalysts: [Fe] (iron). The solvent is C(C)(=O)O (acetic acid), C(C)O (ethanol). Reaction conditions: temperature 80 celsius, time 3 hour. The product is BrC=1C=C(N)C=C(C1)C(F)F (3-Bromo-5-(difluoromethyl)aniline). Yield: 107.0%. Reaction SMILES: [Br:1][C:2]1[CH:7]=[C:6]([N+:8]([O-])=O)[CH:5]=[C:4]([CH:11]([F:13])[F:12])[CH:3]=1>C(O)(=O)C.C(O)C.[Fe]>[Br:1][C:2]1[CH:7]=[C:6]([CH:5]=[C:4]([CH:11]([F:12])[F:13])[CH:3]=1)[NH2:8]. Procedure details: 1-Bromo-3-(difluoromethyl)-5-nitrobenzene (944 mg, 3.60 mmol) was treated with iron powder (804 mg, 23.43 mmol) in a mixture of acetic acid (1.35 ml) and ethanol (25 ml) and stirred at 80° C. for 3 h. The crude was filtered over Celite and the solvent was removed in vacuum. A mixture of a solution of sodium bicarbonate 4% and ethyl acetate was added and the resulting mixture was filtered over Celite. The organic phase was washed with water and brine, dried over magnesium sulphate and the solvent... Reaction conditions: time 1 hour. Yield: 58.0%. The product is FC1=CC=C(C=C1)CN1C(=NC2=C1C=CC=C2)NC2CCN(CC2)CCOC2=NC1=CC=CC=C1C=C2 (1-[(4-fluorophenyl)-methyl]-N-[1-[2-(2-quinolinyloxy)ethyl]-4-piperidinyl]-1H-benzimidazol-2-amine). RXN SMILES: [F:1][C:2]1[CH:7]=[CH:6][C:5]([CH2:8][N:9]2[C:13]3[CH:14]=[CH:15][CH:16]=[CH:17][C:12]=3[N:11]=[C:10]2[NH:18][CH:19]2[CH2:24][CH2:23][N:22]([CH2:25][CH2:26][OH:27])[CH2:21][CH2:20]2)=[CH:4][CH:3]=1.[H-].[Na+].Cl[C:31]1[CH:40]=[CH:39][C:38]2[C:33](=[CH:34][CH:35]=[CH:36][CH:37]=2)[N:32]=1>CN(C)C=O>[F:1][C:2]1[CH:7]=[CH:6][C:5]([CH2:8][N:9]2[C:13]3[CH:14]=[CH:15][CH:16]=[CH:17][C:12]=3[N:11]=[C:10]2[NH:18][CH:19]2[CH2:24][CH2:23][N:22]([CH2:25][CH2:26][O:27][C:31]3[CH:40]=[CH:39][C:38]4[C:33](=[CH:34][CH:35]=[CH:36][CH:37]=4)[N:32]=3)[CH2:21][CH2:20]2)=[CH:4][CH:3]=1 |f:1.2|. Reported procedure: 5.5 Parts of 4-[1-(4-fluorophenylmethyl)-1H-benzimidazol-2-ylamino]-1-piperidineethanol and 135 parts of N,N-dimethyl-formamide were stirred at room temperature and 0.75 parts of a sodium hydride dispersion 50% were added. After stirring for one hour at room temperature, 2.5 parts of 2-chloroquinoline were added and the whole was stirred overnight at room temperature. The reaction mixture was poured onto water and the product was extracted with 4-methyl-2-pentanone. The extract was dried, filter... Starting materials: [H-].[Na+] (sodium hydride), FC1=CC=C(C=C1)CN1C(=NC2=C1C=CC=C2)NC2CCN(CC2)CCO (4-[1-(4-fluorophenylmethyl)-1H-benzimidazol-2-ylamino]-1-piperidineethanol), ClC1=NC2=CC=CC=C2C=C1 (2-chloroquinoline). The solvent is CN(C=O)C (N,N-dimethyl-formamide). Reactants: COC1=C(C=CC(=C1)N1N=CC=C1)C1=NN=C(S1)C1=CCN(CC1)C(=O)OC(C)(C)C (tert-butyl 4-(5-(2-methoxy-4-(1H-pyrazol-1-yl)phenyl)-1,3,4-thiadiazol-2-yl)-5,6-dihydropyridine-1(2H)-carboxylate), Cl (HCl). The solvent is O1CCOCC1 (1,4-dioxane), O1CCOCC1 (1,4-dioxane), CO (MeOH). Conditions: time 1 hour. Yields the product COC1=C(C=CC(=C1)N1N=CC=C1)C=1SC(=NN1)C=1CCNCC1 (2-(2-methoxy-4-(1H-pyrazol-1-yl)phenyl)-5-(1,2,3,6-tetrahydropyridin-4-yl)-1,3,4-thiadiazole). Yield: 52.4%. As a reaction SMILES: [CH3:1][O:2][C:3]1[CH:8]=[C:7]([N:9]2[CH:13]=[CH:12][CH:11]=[N:10]2)[CH:6]=[CH:5][C:4]=1[C:14]1[S:18][C:17]([C:19]2[CH2:24][CH2:23][N:22](C(OC(C)(C)C)=O)[CH2:21][CH:20]=2)=[N:16][N:15]=1.Cl>O1CCOCC1.CO>[CH3:1][O:2][C:3]1[CH:8]=[C:7]([N:9]2[CH:13]=[CH:12][CH:11]=[N:10]2)[CH:6]=[CH:5][C:4]=1[C:14]1[S:18][C:17]([C:19]2[CH2:24][CH2:23][NH:22][CH2:21][CH:20]=2)=[N:16][N:15]=1. Reported procedure: To a solution of tert-butyl 4-(5-(2-methoxy-4-(1H-pyrazol-1-yl)phenyl)-1,3,4-thiadiazol-2-yl)-5,6-dihydropyridine-1(2H)-carboxylate (80 mg, 0.18 mmol) in 1,4-dioxane (1 mL) was added 4 M HCl in 1,4-dioxane (0.9 mL). The mixture was stirred for 1 h. The mixture was then diluted with MeOH, loaded on the SCX, washed with MeOH, eluted with 2 N NH3 in MeOH, and concentrated in vacuo. The residue was purified by column chromatography (CH2Cl2/MeOH) to give 32 mg of 2-(2-methoxy-4-(1H-pyrazol-1-yl)pheny... The reactants are CCOC(=O)CNC(=O)CCc1cc(Cl)ccc1C(=O)CCCNC(C)=O, [Na+], C1CCOC1, [OH-]. Yields the product CC(=O)NCCCC(=O)c1ccc(Cl)cc1CCC(=O)NCC(=O)O. Reaction SMILES: [C:3]([CH3:4])(=[O:5])[NH:6][CH2:7][CH2:8][CH2:9][C:10](=[O:11])[c:12]1[c:13]([CH2:14][CH2:15][C:16](=[O:17])[NH:18][CH2:19][C:20](=[O:21])[O:22][CH2:23][CH3:24])[cH:25][c:26]([Cl:29])[cH:27][cH:28]1.[Na+:2].[O:30]1[CH2:31][CH2:32][CH2:33][CH2:34]1.[OH-:1]>>[C:3]([CH3:4])(=[O:5])[NH:6][CH2:7][CH2:8][CH2:9][C:10](=[O:11])[c:12]1[c:13]([CH2:14][CH2:15][C:16](=[O:17])[NH:18][CH2:19][C:20](=[O:21])[OH:22])[cH:25][c:26]([Cl:29])[cH:27][cH:28]1.